From a dataset of the Open Reaction Database (ORD), a public repository of structured organic reaction records. describe an organic reaction: reactants, conditions, products, and yield The reactants are Cl (HCl), [OH-].[Na+] (NaOH), COC1=C(COCCCOC2=CC=C(C=C2)C2C(CN(CC2)C(=O)OC(C)(C)C)OCCOS(=O)(=O)C2=CC=C(C=C2)C)C=CC=C1 (tert-butyl 4-{4-[3-(2-methoxybenzyloxy)propoxy]phenyl}-3-[2-(toluene-4-sulphonyloxy)ethoxy]piperidine-1-carboxylate), OC1=C(C=CC=C1)CCCC(=O)O (4-(2-hydroxyphenyl)butyric acid). Run in C(C)(=O)OCC (ethyl acetate), O (water), O (water), CO (methanol). Product: C(=O)(O)CCCC1=C(OCCOC2CN(CCC2C2=CC=C(C=C2)OCCCOCC2=C(C=CC=C2)OC)C(=O)OC(C)(C)C)C=CC=C1 (tert-Butyl 3-{2-[2-(3-carboxypropyl)phenoxy]ethoxy}-4-{4-[3-(2-methoxybenzyloxy)propoxy]phenyl}piperidine-1-carboxylate), SiO2. Reaction SMILES: [CH3:1][O:2][C:3]1[CH:47]=[CH:46][CH:45]=[CH:44][C:4]=1[CH2:5][O:6][CH2:7][CH2:8][CH2:9][O:10][C:11]1[CH:16]=[CH:15][C:14]([CH:17]2[CH2:22][CH2:21][N:20]([C:23]([O:25][C:26]([CH3:29])([CH3:28])[CH3:27])=[O:24])[CH2:19][CH:18]2[O:30][CH2:31][CH2:32][O:33]S(C2C=CC(C)=CC=2)(=O)=O)=[CH:13][CH:12]=1.O[C:49]1[CH:54]=[CH:53][CH:52]=[CH:51][C:50]=1[CH2:55][CH2:56][CH2:57][C:58]([OH:60])=[O:59].[OH-].[Na+].Cl>CO.O.C(OCC)(=O)C>[C:58]([CH2:57][CH2:56][CH2:55][C:50]1[CH:51]=[CH:52][CH:53]=[CH:54][C:49]=1[O:33][CH2:32][CH2:31][O:30][CH:18]1[CH:17]([C:14]2[CH:15]=[CH:16][C:11]([O:10][CH2:9][CH2:8][CH2:7][O:6][CH2:5][C:4]3[CH:44]=[CH:45][CH:46]=[CH:47][C:3]=3[O:2][CH3:1])=[CH:12][CH:13]=2)[CH2:22][CH2:21][N:20]([C:23]([O:25][C:26]([CH3:27])([CH3:28])[CH3:29])=[O:24])[CH2:19]1)([OH:60])=[O:59] |f:2.3|. Procedure details: Analogously to Method G, 0.549 g of tert-butyl 4-{4-[3-(2-methoxybenzyloxy)propoxy]phenyl}-3-[2-(toluene-4-sulphonyloxy)ethoxy]piperidine-1-carboxylate (Example 14b) and 0.075 g of 4-(2-hydroxyphenyl)butyric acid are reacted. The yellow oil obtained after chromatography is dissolved in 9.5 ml of methanol and 3.2 ml of water, admixed with 1.5 ml of 1N NaOH and stirred at reflux over 2 hours. The reaction mixture is cooled to room temperature, diluted with ethyl acetate and water and acidified wit...